From a dataset of the Open Reaction Database (ORD), a public repository of structured organic reaction records. describe an organic reaction: reactants, conditions, products, and yield Starting materials: 8-aminoqunoline, N1=CC=CC=C1 (pyridine), S1C(=NC=C1)S(=O)(=O)Cl (thiazole-2-sulfonyl chloride), S1C(=NC=C1)S(=O)(=O)Cl (thiazole-2-sulfonyl chloride). Reagents/catalysts: CN(C)C=1C=CN=CC1 (DMAP). Solvent: C(Cl)Cl (DCM). Product: N1=CC=CC2=CC=CC(=C12)NS(=O)(=O)C=1SC=CN1 (Thiazole-2-sulfonic acid quinolin-8-ylamide). Yield: 15.0%. As a reaction SMILES: [S:1]1[CH:5]=[CH:4][N:3]=[C:2]1[S:6](Cl)(=[O:8])=[O:7].[N:10]1[CH:15]=[CH:14][CH:13]=[CH:12][CH:11]=1>CN(C1C=CN=CC=1)C.C(Cl)Cl>[N:10]1[C:15]2[C:14](=[CH:14][CH:13]=[CH:12][C:11]=2[NH:10][S:6]([C:2]2[S:1][CH:5]=[CH:4][N:3]=2)(=[O:8])=[O:7])[CH:13]=[CH:12][CH:11]=1. Procedure details: In a similar fashion using route 14 general procedure 27, 8-aminoqunoline (250 mg, 1.73 mmol), thiazole-2-sulfonyl chloride (Intermediate 444) (413 mg, 2.25 mmol), pyridine (2 ml), DMAP (cat.) and DCM (2 ml) gave the title compound (110 mg, 15%), after purification by column chromatography with n-hexane/EtOAc (90:10) as the eluent. The reactants are m-phenoxybenzyl ester, C1(=CC=CC=C1)N[C@@H](C(C)C)C(=O)O (N-phenyl valine), C(=O)(Cl)Cl (phosgene), C1=CC=CC=C1 (benzene), C1=CC=CC=C1 (benzene), CN(C)C1=NC=CC=C1 (dimethylaminopyridine), C(=O)(Cl)Cl (phosgene), CN(C)C1=NC=CC=C1 (dimethylaminopyridine). The solvent is C(Cl)(Cl)Cl.O (chloroform water). Conditions: time 3 day. Product: m-phenoxybenzyl ester, ClC(=O)N([C@@H](C(C)C)C(=O)O)C1=CC=CC=C1 (N-chloroformyl,N-phenyl valine). Reaction SMILES: [C:1]1([NH:7][C@H:8]([C:12]([OH:14])=[O:13])[CH:9]([CH3:11])[CH3:10])[CH:6]=[CH:5][CH:4]=[CH:3][CH:2]=1.[C:15](Cl)([Cl:17])=[O:16].C1C=CC=CC=1.CN(C1C=CC=CN=1)C>C(Cl)(Cl)Cl.O>[Cl:17][C:15]([N:7]([C:1]1[CH:6]=[CH:5][CH:4]=[CH:3][CH:2]=1)[C@H:8]([C:12]([OH:14])=[O:13])[CH:9]([CH3:11])[CH3:10])=[O:16] |f:4.5|. Procedure: To the m-phenoxybenzyl ester of N-phenyl valine (1.2 mmole) is added 12.5% phosgene in benzene (2.3 mmole), cooled in an ice bath, and then dimethylaminopyridine (1.22 mmole). The reaction mixture is stirred at RT for 3 days. Then one ml of benzene, 0.15 g of dimethylaminopyridine and 2 ml of phosgene are added and the reaction stirred overnight at RT. The reaction is worked up using chloroform/water. The chloroform layer is washed with dilute sulfuric acid, water and brine, dried over sodium su... Starting materials: C=C(CC)CCC=C(C)CCC=C(C)C, C=CC=O. Yields the product CC(C)=CCCC(C)=CCCC1=CCC(C=O)CC1. As a reaction SMILES: [CH3:1][CH2:2][C:3](=[CH2:4])[CH2:5][CH2:6][CH:7]=[C:8]([CH3:9])[CH2:10][CH2:11][CH:12]=[C:13]([CH3:14])[CH3:15].[CH:16](=[O:17])[CH:18]=[CH2:19]>>[CH2:1]1[CH2:2][C:3]([CH2:5][CH2:6][CH:7]=[C:8]([CH3:9])[CH2:10][CH2:11][CH:12]=[C:13]([CH3:14])[CH3:15])=[CH:4][CH2:19][CH:18]1[CH:16]=[O:17]. The reactants are Cl (hydrochloric acid), C1(CCCCC1)C=1C=2C=CC(=CC2N2C1C1=C(C=C(C2)C2=C(N=CO2)C(=O)OC)C=C(C=C1)OC)C(=O)OC(C)(C)C (tert-Butyl 13-cyclohexyl-3-methoxy-6-(4-(methoxycarbonyl)-1,3-oxazol-5-yl)-7H-indolo[2,1-a][2]benzazepine-10-carboxylate), [OH-].C(CCC)[N+](CCCC)(CCCC)CCCC (tetrabutylammonium hydroxide), aqueous solution, P(=O)(O)(O)[O-].[Na+] (sodium dihydrogen phosphate). Run in C1CCOC1 (THF). Run at time 2 hour. Product: C(C)(C)(C)OC(=O)C=1C=CC=2C(=C3N(CC(=CC4=C3C=CC(=C4)OC)C4=C(N=CO4)C(=O)O)C2C1)C1CCCCC1 (5-(10-(tert-Butoxycarbonyl)-13-cyclohexyl-3-methoxy-7H-indolo[2,1-a][2]benzazepin-6-yl)-1,3-oxazole-4-carboxylic acid). Yield: 95.7%. RXN SMILES: [CH:1]1([C:7]2[C:8]3[CH:9]=[CH:10][C:11]([C:36]([O:38][C:39]([CH3:42])([CH3:41])[CH3:40])=[O:37])=[CH:12][C:13]=3[N:14]3[CH2:20][C:19]([C:21]4[O:25][CH:24]=[N:23][C:22]=4[C:26]([O:28]C)=[O:27])=[CH:18][C:17]4[CH:30]=[C:31]([O:34][CH3:35])[CH:32]=[CH:33][C:16]=4[C:15]=23)[CH2:6][CH2:5][CH2:4][CH2:3][CH2:2]1.[OH-].C([N+](CCCC)(CCCC)CCCC)CCC.P([O-])(O)(O)=O.[Na+].Cl>C1COCC1>[C:39]([O:38][C:36]([C:11]1[CH:10]=[CH:9][C:8]2[C:7]([CH:1]3[CH2:6][CH2:5][CH2:4][CH2:3][CH2:2]3)=[C:15]3[C:16]4[CH:33]=[CH:32][C:31]([O:34][CH3:35])=[CH:30][C:17]=4[CH:18]=[C:19]([C:21]4[O:25][CH:24]=[N:23][C:22]=4[C:26]([OH:28])=[O:27])[CH2:20][N:14]3[C:13]=2[CH:12]=1)=[O:37])([CH3:42])([CH3:40])[CH3:41] |f:1.2,3.4|. Procedure: tert-Butyl 13-cyclohexyl-3-methoxy-6-(4-(methoxycarbonyl)-1,3-oxazol-5-yl)-7H-indolo[2,1-a][2]benzazepine-10-carboxylate (205 mg, 0.360 mmol) was dissolved in THF (3.0 ml) and tetrabutylammonium hydroxide (1.1 mL, 1.100 mmol) (1.0M in methanol) was added to the reaction. The reaction was capped and stirred at room temperature for 2 hrs. A 0.1M aqueous solution of NaH2PO4 was added to the reaction followed by 0.1N aqueous hydrochloric acid. The product was extracted into ethyl acetate and the org... Starting materials: ClCCl, OCCCCCCCCCCCCCCCCCCc1ccc(I)cc1, CCOC(=O)CCCCCCCCCCCCCCCCO, c1ccc(P(c2ccccc2)c2ccccc2)cc1, c1ccccc1, c1c[nH]cn1. Yields the product CCOC(=O)CCCCCCCCCCCCCCCCI. RXN SMILES: [Cl:73][CH2:74][Cl:75].[I:47][c:48]1[cH:49][cH:50][c:51]([CH2:52][CH2:53][CH2:54][CH2:55][CH2:56][CH2:57][CH2:58][CH2:59][CH2:60][CH2:61][CH2:62][CH2:63][CH2:64][CH2:65][CH2:66][CH2:67][CH2:68][CH2:69][OH:70])[cH:71][cH:72]1.[OH:1][CH2:2][CH2:3][CH2:4][CH2:5][CH2:6][CH2:7][CH2:8][CH2:9][CH2:10][CH2:11][CH2:12][CH2:13][CH2:14][CH2:15][CH2:16][CH2:17][C:18](=[O:19])[O:20][CH2:21][CH3:22].[c:23]1([P:24]([c:25]2[cH:26][cH:27][cH:28][cH:29][cH:30]2)[c:31]2[cH:32][cH:33][cH:34][cH:35][cH:36]2)[cH:37][cH:38][cH:39][cH:40][cH:41]1.[cH:76]1[cH:77][cH:78][cH:79][cH:80][cH:81]1.[nH:42]1[cH:43][cH:44][n:45][cH:46]1>>[CH2:2]([CH2:3][CH2:4][CH2:5][CH2:6][CH2:7][CH2:8][CH2:9][CH2:10][CH2:11][CH2:12][CH2:13][CH2:14][CH2:15][CH2:16][CH2:17][C:18](=[O:19])[O:20][CH2:21][CH3:22])[I:47]. Starting materials: FC1=CC2=C(C(=NO2)C2CCNCC2)C=C1 (6-fluoro-3-(4-piperidinyl)-1,2-benzisoxazole), ClCCCOC1=C(C=C(C=C1)C(C(F)(F)F)=O)OC (1-[4-(3-chloropropoxy)-3-methoxyphenyl]-2,2,2-trifluoroethanone), C(=O)([O-])[O-].[K+].[K+] (K2CO3), C(C)#N (acetonitrile). Solvent: O (water). Yields the product FC1=CC2=C(C(=NO2)C2CCN(CC2)CCCOC2=C(C=C(C=C2)C(C(F)(F)F)=O)OC)C=C1 (1-[4-[3-[4-(6-fluoro-1,2-benzisoxazol-3-yl)-1-piperidinyl]-propoxy]-3-methoxyphenyl]-2,2,2-trifluoro-ethanone). Isolated yield 55.9%. RXN SMILES: [F:1][C:2]1[CH:16]=[CH:15][C:5]2[C:6]([CH:9]3[CH2:14][CH2:13][NH:12][CH2:11][CH2:10]3)=[N:7][O:8][C:4]=2[CH:3]=1.Cl[CH2:18][CH2:19][CH2:20][O:21][C:22]1[CH:27]=[CH:26][C:25]([C:28](=[O:33])[C:29]([F:32])([F:31])[F:30])=[CH:24][C:23]=1[O:34][CH3:35].C([O-])([O-])=O.[K+].[K+].C(#N)C>O>[F:1][C:2]1[CH:16]=[CH:15][C:5]2[C:6]([CH:9]3[CH2:10][CH2:11][N:12]([CH2:18][CH2:19][CH2:20][O:21][C:22]4[CH:27]=[CH:26][C:25]([C:28](=[O:33])[C:29]([F:30])([F:31])[F:32])=[CH:24][C:23]=4[O:34][CH3:35])[CH2:13][CH2:14]3)=[N:7][O:8][C:4]=2[CH:3]=1 |f:2.3.4|. Procedure details: A mixture of 6-fluoro-3-(4-piperidinyl)-1,2-benzisoxazole (1.5 g, 6.7 mmol), 1-[4-(3-chloropropoxy)-3-methoxyphenyl]-2,2,2-trifluoroethanone (2.0 g, 6.7 mmol), K2CO3 (0.88 g), KI (0.1 g) and acetonitrile (50 ml) was stirred and refluxed for 16 hours. After cooling, the reaction was poured into water and the aqueous mixture extracted with ethyl acetate. The extract was washed (H2O), dried (MgSO4), and the solvent was concentrated to an oil, which upon evacuation at high vacuum afforded 3.2 g of a...